Dataset: the Open Reaction Database (ORD), a public repository of structured organic reaction records. Task: describe an organic reaction: reactants, conditions, products, and yield Yield: 85.5%. Reaction SMILES: COC(=O)[CH:4]([O:41][CH:42]1[CH2:47][CH2:46][CH2:45][CH2:44][O:43]1)[C:5](=[O:40])[CH2:6][CH2:7][CH2:8]/[CH:9]=[CH:10]\[CH2:11][C@H:12]1[C@@H:16]([O:17][CH:18]2[CH2:23][CH2:22][CH2:21][CH2:20][O:19]2)[CH2:15][C@@H:14]([O:24][CH:25]2[CH2:30][CH2:29][CH2:28][CH2:27][O:26]2)[C@@H:13]1[CH2:31][O:32][Si:33]([C:36]([CH3:39])([CH3:38])[CH3:37])([CH3:35])[CH3:34].[Li+].[OH-]>C1COCC1>[Si:33]([O:32][CH2:31][C@H:13]1[C@H:14]([O:24][CH:25]2[CH2:30][CH2:29][CH2:28][CH2:27][O:26]2)[CH2:15][C@H:16]([O:17][CH:18]2[CH2:23][CH2:22][CH2:21][CH2:20][O:19]2)[C@@H:12]1[CH2:11]/[CH:10]=[CH:9]\[CH2:8][CH2:7][CH2:6][C:5](=[O:40])[CH2:4][O:41][CH:42]1[CH2:47][CH2:46][CH2:45][CH2:44][O:43]1)([C:36]([CH3:39])([CH3:37])[CH3:38])([CH3:34])[CH3:35] |f:1.2|. Run in C1CCOC1 (THF). Starting materials: COC(C(C(CCC\C=C/C[C@@H]1[C@H]([C@@H](C[C@@H]1OC1OCCCC1)OC1OCCCC1)CO[Si](C)(C)C(C)(C)C)=O)OC1OCCCC1)=O ((Z)-9-[(1R,2S,3R,5S)-2-(tert-Butyldimethylsilanyloxymethyl)-3,5-bis-(tetrahydro-pyran-2-yloxy)cyclopentyl]-3-oxo-2-(tetrahydropyran-2-yloxy)non-7-enoic Acid Methyl Ester), [Li+].[OH-] (LiOH). Reported procedure: Ketone of example 51 (60 mg, 0.086 mmol), THF (3 mL), and LiOH (0.3 mL, 1M in H2O, 0.34 mmol;) were combined and refluxed under N2 for 2 h. The THF was evaporated, the aqueous phase was extracted with CH2Cl2 (2×), and the combined organics were washed with brine and dried (Na2SO4) filtered and concentrated in vacuo. FCC (silica gel 1:4, EtOAc/hex) afforded the desired ketone (47 mg). The product is [Si](C)(C)(C(C)(C)C)OC[C@@H]1[C@H]([C@H](C[C@H]1OC1OCCCC1)OC1OCCCC1)C\C=C/CCCC(COC1OCCCC1)=O ((Z)-8-[(1R,2S,3R,5S)-2-(tert-Butyldimethylsilanyloxymethyl)-3,5-bis-(tetrahydro-pyran-2-yloxy)cyclopentyl]-1-(tetrahydropyran-2-yloxy)oct-6-en-2-one). The reactants are Cl.CN (Methylamine hydrochloride), C(=O)(OC(C)(C)C)NCCC(=O)O (BOC-β-alanine), CCN=C=NCCCN(C)C (EDCI). Reagents/catalysts: CN(C)C=1C=CN=CC1 (DMAP). Solvent: CN(C)C=O (DMF). Reaction conditions: time 2 day. The product is CNC(CCNC(=O)OC(C)(C)C)=O (BOC-β-alanine methylamide). Isolated yield 80.7%. As a reaction SMILES: [C:1]([NH:8][CH2:9][CH2:10][C:11]([OH:13])=O)([O:3][C:4]([CH3:7])([CH3:6])[CH3:5])=[O:2].Cl.CN.C[CH2:18][N:19]=C=NCCCN(C)C>CN(C=O)C.CN(C1C=CN=CC=1)C>[CH3:18][NH:19][C:11](=[O:13])[CH2:10][CH2:9][NH:8][C:1]([O:3][C:4]([CH3:7])([CH3:6])[CH3:5])=[O:2] |f:1.2|. Procedure details: BOC-β-alanine (0.50 g, 2.64 mmol) was dissolved in 4 mL DMF. Methylamine hydrochloride (198 mg, 2.93 mmol) and DMAP (427.2 mg, 3.50 mmol) were added, followed by EDCI (1.06 g, 5.53 mmol). After stirring at room temperature for 2 days the solvent was removed in a stream of nitrogen and the residue dried in vacuo. It was dissolved in 5 mL 1 M HCl, and the solution was extracted five times with ethyl acetate. The combined organic extracts were dried over MgSO4 and concentrated to yield 0.43 g (2.13...